From a dataset of the Open Reaction Database (ORD), a public repository of structured organic reaction records. describe an organic reaction: reactants, conditions, products, and yield Starting materials: C(C)C1=NN(C2=CC(=CC=C12)N)C1=CC=CC=C1 (3-ethyl-1-phenyl-1H-indazol-6-amine), Cl.CCOC(=O)C (hydrogen chloride EtOAc). Conditions: time 30 minute. Yields the product Cl.C(C)C1=NN(C2=CC(=CC=C12)N)C1=CC=CC=C1 (3-ethyl-1-phenyl-1H-indazol-6-amine hydrochloride). RXN SMILES: [CH2:1]([C:3]1[C:11]2[C:6](=[CH:7][C:8]([NH2:12])=[CH:9][CH:10]=2)[N:5]([C:13]2[CH:18]=[CH:17][CH:16]=[CH:15][CH:14]=2)[N:4]=1)[CH3:2].[ClH:19].CCOC(C)=O>>[ClH:19].[CH2:1]([C:3]1[C:11]2[C:6](=[CH:7][C:8]([NH2:12])=[CH:9][CH:10]=2)[N:5]([C:13]2[CH:18]=[CH:17][CH:16]=[CH:15][CH:14]=2)[N:4]=1)[CH3:2] |f:1.2,3.4|. Procedure details: Into a 100-mL round-bottom flask, was placed 3-ethyl-1-phenyl-1H-indazol-6-amine (190 mg, 0.80 mmol, 1.00 equiv), hydrogen chloride/EtOAc (30 mL). The resulting solution was stirred for 30 min at room temperature. The resulting mixture was concentrated under vacuum. The resulting mixture was washed with diethyl ether (1×50 mL). The solids were collected by filtration to yield 3-ethyl-1-phenyl-1H-indazol-6-amine hydrochloride as a white solid. Starting materials: C[C@@H](C(C)(C)C)N ((1S)-1,2,2-trimethylpropylamine), C(C#C)OC1=C(C=C(C(=O)Cl)C=C1)F (4-(2-propynyloxy)-3-fluorobenzoyl chloride). Product: C[C@@H](C(C)(C)C)NC(C1=CC(=C(C=C1)OCC#C)F)=O (N-((1S)-1,2,2-trimethylpropyl)-3-fluoro-4-(2-propynyloxy)benzamide). As a reaction SMILES: [CH3:1][C@H:2]([NH2:7])[C:3]([CH3:6])([CH3:5])[CH3:4].[CH2:8]([O:11][C:12]1[CH:20]=[CH:19][C:15]([C:16](Cl)=[O:17])=[CH:14][C:13]=1[F:21])[C:9]#[CH:10]>>[CH3:1][C@H:2]([NH:7][C:16](=[O:17])[C:15]1[CH:19]=[CH:20][C:12]([O:11][CH2:8][C:9]#[CH:10])=[C:13]([F:21])[CH:14]=1)[C:3]([CH3:6])([CH3:5])[CH3:4]. Procedure: According to the same method as that of Production Example 1, (1S)-1,2,2-trimethylpropylamine was used in place of 2,2-dimethylpropylamine, and 4-(2-propynyloxy)-3-fluorobenzoyl chloride was used in place of 4-(2-propynyloxy)-3-methoxybenzoyl chloride to obtain N-((1S)-1,2,2-trimethylpropyl)-3-fluoro-4-(2-propynyloxy)benzamide (hereinafter, described as the compound 25 of the present invention) represented by the formula: Reactants: oil, Cl (hydrochloric acid), C=O (formaldehyde), C(=O)NC(CCC)C1(CCC1)C1=CC(=C(C=C1)Cl)Cl (N-formyl-1-[1-(3,4-dichlorophenyl)cyclobutyl]butylamine), CCOCC (ether), Cl (hydrochloric acid). Solvent: O (water), C(=O)O (formic acid), O (water), CC(C)O (propan-2-ol), O (water). Yields the product Cl.CN(C)C(CCC)C1(CCC1)C1=CC(=C(C=C1)Cl)Cl (N,N-dimethyl-1-[1-(3,4-dichlorophenyl)cyclobutyl]butylamine hydrochloride). As a reaction SMILES: [CH:1]([NH:3][CH:4]([C:8]1([C:12]2[CH:17]=[CH:16][C:15]([Cl:18])=[C:14]([Cl:19])[CH:13]=2)[CH2:11][CH2:10][CH2:9]1)[CH2:5][CH2:6][CH3:7])=O.[CH3:20]COCC.Cl.C=O>CC(O)C.C(O)=O.O>[ClH:18].[CH3:1][N:3]([CH:4]([C:8]1([C:12]2[CH:17]=[CH:16][C:15]([Cl:18])=[C:14]([Cl:19])[CH:13]=2)[CH2:11][CH2:10][CH2:9]1)[CH2:5][CH2:6][CH3:7])[CH3:20] |f:7.8|. Reported procedure: The product of Example 7 (8.3 g), diethyleneglycoldimethyl ether (50 ml), water (20 ml) and concentrated hydrochloric acid (20 ml) were mixed and heated under reflux for sixteen hours. The mixture was poured into water aqueous NaOH was added and the product extracted into ether. Evaporation gave a dark oil. A sample of this oil (7.9 g), water (0.7 ml) and formic acid (6.5 ml) were mixed and formaldehyde (6.5 ml) added. The mixture was heated under reflux for three hours and then concentrated hyd... Reactants: C(C)(=O)N1C(CC2=CC=CC=C12)C=1NC=C(N1)CC (1-acetyl-2-(4-ethyl-1H-imidazol-2-yl)-2,3-dihydro-1H-indole), Cl (HCl). Reaction conditions: time 3.5 hour. The product is C(C)C=1N=C(NC1)C1NC2=CC=CC=C2C1 (2-(4-ethyl-1H-imidazol-2-yl)-2,3-dihydro-1H-indole). The yield is 105.8%. Reaction SMILES: C([N:4]1[C:12]2[C:7](=[CH:8][CH:9]=[CH:10][CH:11]=2)[CH2:6][CH:5]1[C:13]1[NH:14][CH:15]=[C:16]([CH2:18][CH3:19])[N:17]=1)(=O)C.Cl>>[CH2:18]([C:16]1[N:17]=[C:13]([CH:5]2[CH2:6][C:7]3[C:12](=[CH:11][CH:10]=[CH:9][CH:8]=3)[NH:4]2)[NH:14][CH:15]=1)[CH3:19]. Reported procedure: 1-acetyl-2-(4-ethyl-1H-imidazol-2-yl)-2,3-dihydro-1H-indole (0.0035 mol) and HCl, 6N (50 ml) were combined under nitrogen atmosphere. The reaction mixture was heated immediately and the heating was continued for 3.5 hours. The mixture was allowed to cool to room temperature, then extracted with diethylether (2×75 ml), cooled to 0° C., alkalized (with cooled 3 N NaOH), then extracted with chloroform (3×60 ml). The combined organic layers were dried, filtered and the solvent was evaporated, yieldi... Reactants: FC1=C(C(=CC=C1)F)N1C(NCC2=C1N=C(N=C2C=2C=C(C(=O)NCC1=CC=CC=C1)C=CC2C)S(=O)(=O)C)=O (3-[8-(2,6-difluorophenyl)-2-(methylsulfonyl)-7-oxo-5,6,7,8-tetrahydropyrimido[4,5-d]pyrimidin-4-yl]-4-methyl-N-(phenylmethyl)benzamide), CN1CCNCC1 (1-methylpiperazine). The solvent is CCOC(=O)C (EtOAc), C1CCOC1 (THF). Reaction conditions: time 72 hour. The product is [NH4+].[OH-] (NH4OH), FC1=C(C(=CC=C1)F)N1C(NCC2=C1N=C(N=C2C=2C=C(C(=O)NCC1=CC=CC=C1)C=CC2C)N2CCN(CC2)C)=O (3-[8-(2,6-difluorophenyl)-2-(4-methyl-1-piperazinyl)-7-oxo-5,6,7,8-tetrahydropyrimido[4,5-d]pyrimidin-4-yl]-4-methyl-N-(phenylmethyl)benzamide). Reaction SMILES: [F:1][C:2]1[CH:7]=[CH:6][CH:5]=[C:4]([F:8])[C:3]=1[N:9]1[C:14]2[N:15]=[C:16](S(C)(=O)=O)[N:17]=[C:18]([C:19]3[CH:20]=[C:21]([CH:32]=[CH:33][C:34]=3[CH3:35])[C:22]([NH:24][CH2:25][C:26]3[CH:31]=[CH:30][CH:29]=[CH:28][CH:27]=3)=[O:23])[C:13]=2[CH2:12][NH:11][C:10]1=[O:40].[CH3:41][N:42]1[CH2:47][CH2:46][NH:45][CH2:44][CH2:43]1>C1COCC1.CCOC(C)=O>[NH4+:9].[OH-:23].[F:1][C:2]1[CH:7]=[CH:6][CH:5]=[C:4]([F:8])[C:3]=1[N:9]1[C:14]2[N:15]=[C:16]([N:45]3[CH2:46][CH2:47][N:42]([CH3:41])[CH2:43][CH2:44]3)[N:17]=[C:18]([C:19]3[CH:20]=[C:21]([CH:32]=[CH:33][C:34]=3[CH3:35])[C:22]([NH:24][CH2:25][C:26]3[CH:31]=[CH:30][CH:29]=[CH:28][CH:27]=3)=[O:23])[C:13]=2[CH2:12][NH:11][C:10]1=[O:40] |f:4.5|. Procedure: The 3-[8-(2,6-difluorophenyl)-2-(methylsulfonyl)-7-oxo-5,6,7,8-tetrahydropyrimido[4,5-d]pyrimidin-4-yl]-4-methyl-N-(phenylmethyl)benzamide (0.056 g, 0.1 mmol) was dissolved in THF (5 mL) and 1-methylpiperazine (0.0303 g, 0.3 mmol) was added. The reaction was stirred for 72 h. The solvents were pumped off in vacuo, and the residue taken up in EtOAc and washed with 1 N NaOH, brine, dried over anhydrous Na2SO4 filtered and evaporated. The residue was flash chromatographed on silica gel (20 g) elute... Reactants: COC(\C=C\C1=C(C=CC=C1C#CCCCCO)O)=O ((E)-3-[2-hydroxy-6-(6-hydroxy-1-hexynyl)phenyl]-2-propenoic acid methyl ester), BrCCCCCOC(C)=O (5-bromopentylacetate). Product: COC(\C=C\C1=C(C=CC=C1C#CCCCCO)OCCCCCOC(C)=O)=O ((E)-3-[2-[[5-(Acetyloxy)pentyl]oxy]-6-(6-hydroxy-1-hexynyl)phenyl]-2-propenoic Acid Methyl Ester). Isolated yield 77.0%. As a reaction SMILES: [CH3:1][O:2][C:3](=[O:20])/[CH:4]=[CH:5]/[C:6]1[C:11]([C:12]#[C:13][CH2:14][CH2:15][CH2:16][CH2:17][OH:18])=[CH:10][CH:9]=[CH:8][C:7]=1[OH:19].Br[CH2:22][CH2:23][CH2:24][CH2:25][CH2:26][O:27][C:28](=[O:30])[CH3:29]>>[CH3:1][O:2][C:3](=[O:20])/[CH:4]=[CH:5]/[C:6]1[C:11]([C:12]#[C:13][CH2:14][CH2:15][CH2:16][CH2:17][OH:18])=[CH:10][CH:9]=[CH:8][C:7]=1[O:19][CH2:22][CH2:23][CH2:24][CH2:25][CH2:26][O:27][C:28](=[O:30])[CH3:29]. Reported procedure: Using the procedure of example 63, (E)-3-[2-hydroxy-6-(6-hydroxy-1-hexynyl)phenyl]-2-propenoic acid methyl ester from the preceding example was converted into the title compound by alkylation with 5-bromopentylacetate. The product was obtained as a colorless oil in 77% yield.